This data is from the Open Reaction Database (ORD), a public repository of structured organic reaction records. The task is: describe an organic reaction: reactants, conditions, products, and yield The reactants are CCOC(=O)C1=CN=C(O1)N, C1=CC(=NC=C1C(F)(F)F)Cl. The reagents and catalysts are C(=O)([O-])[O-].[Cs+].[Cs+], CC1(C2=C(C(=CC=C2)P(C3=CC=CC=C3)C4=CC=CC=C4)OC5=C1C=CC=C5P(C6=CC=CC=C6)C7=CC=CC=C7)C, C1=CC=C(C=C1)/C=C/C(=O)/C=C/C2=CC=CC=C2.C1=CC=C(C=C1)/C=C/C(=O)/C=C/C2=CC=CC=C2.C1=CC=C(C=C1)/C=C/C(=O)/C=C/C2=CC=CC=C2.[Pd].[Pd]. The solvent is C1COCCO1. Run at temperature 160 celsius. Product: CCOC(=O)C1=CN=C(O1)NC2=NC=C(C=C2)C(F)(F)F. The yield is 61.5%. Procedure: Objective: Test of scope in the coupling of ester substituted aminooxazole  To an oven-dried microwave vial was added ethyl 2-aminooxazole-5-carboxylate (156 mg, 1.00 mmol), 2-chloro-5-(trifluoromethyl)pyridine (181 mg, 1.00 mmol), cesium carbonate (651 mg, 2.00 mmol), TRIS(DIBENZYLIDENEACETONE)DIPALLADIUM(0) (22.87 mg, 0.02 mmol) and (9,9-dimethyl-9H-xanthene-4,5-diyl)bis(diphenylphosphine) (43.4 mg, 0.075 mmol) and the vial was capped and purged with nitrogen. dioxane (4 mL) (degassed) was add... Reactants: C(C)(=O)N[C@@H](CS(=O)(=O)C1=CC=C(C=C1)OC1=CC=CC=C1)C(=O)NC1OCCCC1 (N2-Acetyl-3-[(4-phenoxyphenyl)sulphonyl]-N1-(3,4,5,6-tetrahydro-2H-pyran-2-yl)alaninamide), O1CCOCC1 (dioxane), Cl (HCl). Conditions: time 1 hour. The product is C(C)(=O)N[C@@H](CS(=O)(=O)C1=CC=C(C=C1)OC1=CC=CC=C1)C(=O)NO (N2-Acetyl-N1-hydroxyl-3-[(4-phenoxyphenyl)sulphonyl]alaninamide). The yield is 32.0%. As a reaction SMILES: [C:1]([NH:4][C@H:5]([C:23]([NH:25]C1CCCCO1)=[O:24])[CH2:6][S:7]([C:10]1[CH:15]=[CH:14][C:13]([O:16][C:17]2[CH:22]=[CH:21][CH:20]=[CH:19][CH:18]=2)=[CH:12][CH:11]=1)(=[O:9])=[O:8])(=[O:3])[CH3:2].Cl.[O:33]1CCOCC1>>[C:1]([NH:4][C@H:5]([C:23]([NH:25][OH:33])=[O:24])[CH2:6][S:7]([C:10]1[CH:15]=[CH:14][C:13]([O:16][C:17]2[CH:22]=[CH:21][CH:20]=[CH:19][CH:18]=2)=[CH:12][CH:11]=1)(=[O:9])=[O:8])(=[O:3])[CH3:2]. Reported procedure: The product from Example 9f (1.0 mmol, 450 mg) was dissolved in dioxane (5 mL). Six normal HCl (0.5 mL) was added, and the mixture was stirred one hour. Concentration followed by chromatography afforded the title compound as a glass (120 mg, 32%). MS MH+ calcd. for C17H18N2O6S 378, found 379.